Dataset: the Open Reaction Database (ORD), a public repository of structured organic reaction records. Task: describe an organic reaction: reactants, conditions, products, and yield Starting materials: S1C(=CC=C1)S(=O)(=O)N1C[C@@H](N(CC1)C1=CC=C(C=C1)C(C(F)(F)F)(C)O)CN1C(COCC1)CC(=O)[O-] ((4-(((2S)-4-(2-thiophenylsulfonyl)-1-(4-(2,2,2-trifluoro-1-hydroxy-1-methylethyl)phenyl)-2-piperazinyl)methyl)-3-morpholinyl)acetate), [OH-].[Na+] (NaOH). Solvent: CO (MeOH). Run at time 2 hour. Product: S1C(=CC=C1)S(=O)(=O)N1C[C@@H](N(CC1)C1=CC=C(C=C1)C(C(F)(F)F)(C)O)CN1C(COCC1)CC(=O)O ((4-(((2S)-4-(2-thiophenylsulfonyl)-1-(4-(2,2,2-trifluoro-1-hydroxy-1-methylethyl)phenyl)-2-piperazinyl)methyl)-3-morpholinyl)acetic acid). Yield: 97.0%. RXN SMILES: [S:1]1[CH:5]=[CH:4][CH:3]=[C:2]1[S:6]([N:9]1[CH2:14][CH2:13][N:12]([C:15]2[CH:20]=[CH:19][C:18]([C:21]([OH:27])([CH3:26])[C:22]([F:25])([F:24])[F:23])=[CH:17][CH:16]=2)[C@@H:11]([CH2:28][N:29]2[CH2:34][CH2:33][O:32][CH2:31][CH:30]2[CH2:35][C:36]([O-:38])=[O:37])[CH2:10]1)(=[O:8])=[O:7].[OH-].[Na+]>CO>[S:1]1[CH:5]=[CH:4][CH:3]=[C:2]1[S:6]([N:9]1[CH2:14][CH2:13][N:12]([C:15]2[CH:20]=[CH:19][C:18]([C:21]([OH:27])([CH3:26])[C:22]([F:24])([F:25])[F:23])=[CH:17][CH:16]=2)[C@@H:11]([CH2:28][N:29]2[CH2:34][CH2:33][O:32][CH2:31][CH:30]2[CH2:35][C:36]([OH:38])=[O:37])[CH2:10]1)(=[O:8])=[O:7] |f:1.2|. Procedure: A 25-mL round-bottomed flask was charged with (4-(((2S)-4-(2-thiophenylsulfonyl)-1-(4-(2,2,2-trifluoro-1-hydroxy-1-methylethyl)phenyl)-2-piperazinyl)methyl)-3-morpholinyl)acetate (70 mg, 0.116 mmol, Example 113), is aqueous 10 M NaOH (0.5 mL, 5.00 mmol) and MeOH (5 mL) and stirred at room temperature for 2 h. The reaction was concentrated to give (4-(((2S)-4-(2-thiophenylsulfonyl)-1-(4-(2,2,2-trifluoro-1-hydroxy-1-methylethyl)phenyl)-2-piperazinyl)methyl)-3-morpholinyl)acetic acid (65 mg) as a m... Reactants: BrC=1C=NC=C(C1)Br (3,5-Dibromopyridine), C(C1=CC=CC=C1)O (benzyl alcohol). The product is C(C1=CC=CC=C1)OC=1C=NC=C(C1)Br (3-benzyloxy-5-bromopyridine). Isolated yield 56.0%. Reaction SMILES: Br[C:2]1[CH:3]=[N:4][CH:5]=[C:6]([Br:8])[CH:7]=1.[CH2:9]([OH:16])[C:10]1[CH:15]=[CH:14][CH:13]=[CH:12][CH:11]=1>>[CH2:9]([O:16][C:2]1[CH:3]=[N:4][CH:5]=[C:6]([Br:8])[CH:7]=1)[C:10]1[CH:15]=[CH:14][CH:13]=[CH:12][CH:11]=1. Procedure details: 3,5-Dibromopyridine was reacted with one equivalent of benzyl alcohol to give 3-benzyloxy-5-bromopyridine (56%) using the procedure described in the first paragraph of Note c. immediately above. That product was reacted with n-butyl-lithium using the procedure described in the second paragraph of Note c. except that the reaction was carried out at -110° C. The organometallic reagent so formed was reacted with tetrahydropyran-4-one using the procedure described in that Note; the product was methy... Reactants: CC(C)O, CCCCCC, CCO, CCOC(=O)CCN(C)C(=O)c1ccc(NC(c2sc3ccccc3c2C)C2CCCCC2)cn1, [Li+], C1CCOC1, [OH-]. RXN SMILES: [CH3:36][CH:37]([OH:38])[CH3:39].[CH3:40][CH2:41][CH2:42][CH2:43][CH2:44][CH3:45].[CH3:46][CH2:47][OH:48].[CH:1]1([CH:7]([c:8]2[s:9][c:10]3[c:11]([c:12]2[CH3:13])[cH:14][cH:15][cH:16][cH:17]3)[NH:18][c:19]2[cH:20][cH:21][c:22]([C:25](=[O:26])[N:27]([CH2:28][CH2:29][C:30](=[O:31])[O:32][CH2:33][CH3:34])[CH3:35])[n:23][cH:24]2)[CH2:2][CH2:3][CH2:4][CH2:5][CH2:6]1.[Li+:49].[O:51]1[CH2:52][CH2:53][CH2:54][CH2:55]1.[OH-:50]>>[CH:1]1([CH:7]([c:8]2[s:9][c:10]3[c:11]([c:12]2[CH3:13])[cH:14][cH:15][cH:16][cH:17]3)[NH:18][c:19]2[cH:20][cH:21][c:22]([C:25](=[O:26])[N:27]([CH2:28][CH2:29][C:30](=[O:31])[OH:32])[CH3:35])[n:23][cH:24]2)[CH2:2][CH2:3][CH2:4][CH2:5][CH2:6]1. Product: Cc1c(C(Nc2ccc(C(=O)N(C)CCC(=O)O)nc2)C2CCCCC2)sc2ccccc12.